From a dataset of the Open Reaction Database (ORD), a public repository of structured organic reaction records. describe an organic reaction: reactants, conditions, products, and yield Procedure details: Into a Round bottom flask, 2-Thioxo-2,3-dihydro-1H-pyrrolo[2,1-f][1,2,4]triazin-4-one (29.22 g, 0.1748 mol), Tetrahydrofuran (800 mL) and Methyl iodide (14.0 mL, 0.225 mol) were added, respectively. The reaction was stirred at room temperature overnight. The solvent was removed under vacuum to give a solid. The combined solid was washed with water (500 mL) and saturated NaHCO3 (500 mL). The mixture was stirred for 30 minutes. The solid was filtered and washed with water to give 2-Methylsulfanyl-... Starting materials: S=C1NN2C(C(N1)=O)=CC=C2 (2-Thioxo-2,3-dihydro-1H-pyrrolo[2,1-f][1,2,4]triazin-4-one), CI (Methyl iodide). Product: CSC1=NN2C(C(N1)=O)=CC=C2 (2-Methylsulfanyl-3H-pyrrolo[2,1-f][1,2,4]triazin-4-one). Run in O1CCCC1 (Tetrahydrofuran). RXN SMILES: [S:1]=[C:2]1[NH:7][C:6](=[O:8])[C:5]2=[CH:9][CH:10]=[CH:11][N:4]2[NH:3]1.[CH3:12]I>O1CCCC1>[CH3:12][S:1][C:2]1[NH:7][C:6](=[O:8])[C:5]2=[CH:9][CH:10]=[CH:11][N:4]2[N:3]=1. Run at time 8 hour. Starting materials: C(C)(C)(C)C1=NC(=CC(=N1)N1CCN(CC1)CCCCl)C1CC1 (2-tert-Butyl-4-[4-(3-chloro-propyl)-piperazin-1-yl]-6-cyclopropyl-pyrimidine), CN1C(=NN=C1)S (4-methyl-4H-[1,2,4]triazole-3-thiol), CN(C=O)C (dimethylformamide), [OH-].[Li+] (lithium hydroxide), [I-].[Na+] (sodium iodide). Conditions: temperature 70 celsius, time 3 hour. Yields the product C(C)(=O)O.C(C)(C)(C)C1=NC(=CC(=N1)N1CCN(CC1)CCCSC1=NN=CN1C)C1CC1 (2-tert-Butyl-4-{4-[3-(4-methyl-4H-[1,2,4]triazol-3-ylsulfanyl)-propyl]-piperazin-1-yl}-6-cyclopropyl-pyrimidine acetate). As a reaction SMILES: [C:1]([C:5]1[N:10]=[C:9]([N:11]2[CH2:16][CH2:15][N:14]([CH2:17][CH2:18][CH2:19]Cl)[CH2:13][CH2:12]2)[CH:8]=[C:7]([CH:21]2[CH2:23][CH2:22]2)[N:6]=1)([CH3:4])([CH3:3])[CH3:2].[CH3:24][N:25]1[CH:29]=[N:28][N:27]=[C:26]1[SH:30].[OH-:31].[Li+].[I-].[Na+].CN(C)C=[O:38]>>[C:23]([OH:38])(=[O:31])[CH3:21].[C:1]([C:5]1[N:10]=[C:9]([N:11]2[CH2:16][CH2:15][N:14]([CH2:17][CH2:18][CH2:19][S:30][C:26]3[N:25]([CH3:24])[CH:29]=[N:28][N:27]=3)[CH2:13][CH2:12]2)[CH:8]=[C:7]([CH:21]2[CH2:23][CH2:22]2)[N:6]=1)([CH3:4])([CH3:3])[CH3:2] |f:2.3,4.5,7.8|. Reported procedure: 0.7 g of 2-tert-Butyl-4-[4-(3-chloro-propyl)-piperazin-1-yl]-6-cyclopropyl-pyrimidine (1.45 mmol) and 0.55 g of 4-methyl-4H-[1,2,4]triazole-3-thiol (2.08 mmol) were dissolved in 10 ml of dimethylformamide. After addition of 0.104 g of lithium hydroxide (4.36 mmol) and 0.109 g of sodium iodide (0.73 mmol), the reaction mixture was stirred at 70° C. for 3 h. After cooling, the solvent was evaporated and the residue partitioned between dichloromethane and half-saturated sodium chloride solution. Th... The reactants are ClC=1C=C(C=CC1)C1=NC2=CC=CC=C2C(N1)=O (2-(3-chlorophenyl)quinazolin-4(3H)-one), S(=O)(Cl)Cl (thionyl chloride). The solvent is CN(C=O)C (dimethylformamide). Product: ClC1=NC(=NC2=CC=CC=C12)C1=CC(=CC=C1)Cl (4-Chloro-2-(3-chlorophenyl)quinazoline). Reaction SMILES: [Cl:1][C:2]1[CH:3]=[C:4]([C:8]2[NH:17][C:16](=O)[C:15]3[C:10](=[CH:11][CH:12]=[CH:13][CH:14]=3)[N:9]=2)[CH:5]=[CH:6][CH:7]=1.S(Cl)([Cl:21])=O>CN(C)C=O>[Cl:21][C:16]1[C:15]2[C:10](=[CH:11][CH:12]=[CH:13][CH:14]=2)[N:9]=[C:8]([C:4]2[CH:5]=[CH:6][CH:7]=[C:2]([Cl:1])[CH:3]=2)[N:17]=1. Procedure: A mixture of 5.5 g of 2-(3-chlorophenyl)quinazolin-4(3H)-one and 40 ml of thionyl chloride was treated as described in Example I with 1.57 g of dimethylformamide to give, after recrystallization from cyclohexane, 4.4 g of white 4-chloro-2-(3-chlorophenyl)quinazoline, m.p. 157°-158.5°. Reactants: C(C)(C)(C)OC(=O)C1=CC=C(C=C1)C(C(=O)[O-])CN(C)C.[K+] (potassium 2-[4-(tert-butoxycarbonyl)phenyl]-3-(dimethylamino)propanoate), NC1=CC=CC=C1 (aniline), CCN=C=NCCCN(C)C (EDCI), CCN=C=NCCCN(C)C (EDCI), C=1C=CC2=C(C1)N=NN2O (HOBT). Solvent: CN(C)C=O (DMF). Run at time 5 minute. Product: N(C1=CC=CC=C1)C(C(CN(C)C)C1=CC=C(C(=O)OC(C)(C)C)C=C1)=O (tert-butyl 4-{2-anilino-1-[(dimethylamino)methyl]-2-oxoethyl}benzoate). Reaction SMILES: [C:1]([O:5][C:6]([C:8]1[CH:13]=[CH:12][C:11]([CH:14]([CH2:18][N:19]([CH3:21])[CH3:20])[C:15]([O-:17])=O)=[CH:10][CH:9]=1)=[O:7])([CH3:4])([CH3:3])[CH3:2].[K+].CCN=C=NCCCN(C)C.[CH:34]1[CH:35]=[CH:36][C:37]2N(O)N=[N:40][C:38]=2[CH:39]=1.NC1C=CC=CC=1>CN(C=O)C>[NH:40]([C:15](=[O:17])[CH:14]([C:11]1[CH:10]=[CH:9][C:8]([C:6]([O:5][C:1]([CH3:2])([CH3:3])[CH3:4])=[O:7])=[CH:13][CH:12]=1)[CH2:18][N:19]([CH3:21])[CH3:20])[C:38]1[CH:39]=[CH:34][CH:35]=[CH:36][CH:37]=1 |f:0.1|. Reported procedure: Crude potassium 2-[4-(tert-butoxycarbonyl)phenyl]-3-(dimethylamino)propanoate (925 mg, ˜2.79 mmol), EDCI (803 mg, 4.19 mmol), and HOBT (491 mg, 3.63 mg) were combined in DMF (15 mL) and stirred for 5 minutes before adding aniline (331 μL, 3.63 mmol). The reaction was stirred at room temperature for 3 h. Additional EDCI (200 mg) was added, and the reaction was stirred for another 3 h. The mixture was concentrated and purified by reverse phase HPLC (50-95% MeCN/water). The resulting residue was di... Starting materials: NCCCN1C=NC=C1 (1-(3-aminopropyl)imidazole), CC=1C(N=C=O)=CC(N=C=O)=CC1 (toluene diisocyanate). Procedure: 1-(3-aminopropyl)imidazole (63 g; 0.5 mole) and toluene diisocyanate (46.1 g; 0.26 mole) were reacted following the procedure of Example A. The 1-(3-aminopropyl)imidazole-toluene diisocyanate adduct was obtained as a solid product. Reaction SMILES: [NH2:1][CH2:2][CH2:3][CH2:4][N:5]1[CH:9]=[CH:8][N:7]=[CH:6]1.[CH3:10][C:11]1[C:12](=[CH:16][C:17](=[CH:21][CH:22]=1)[N:18]=[C:19]=[O:20])[N:13]=[C:14]=[O:15]>>[NH2:1][CH2:2][CH2:3][CH2:4][N:5]1[CH:9]=[CH:8][N:7]=[CH:6]1.[CH3:10][C:11]1[C:12](=[CH:16][C:17](=[CH:21][CH:22]=1)[N:18]=[C:19]=[O:20])[N:13]=[C:14]=[O:15] |f:2.3|. Yields the product NCCCN1C=NC=C1.CC=1C(N=C=O)=CC(N=C=O)=CC1 (1-(3-aminopropyl)imidazole toluene diisocyanate).